Dataset: the Open Reaction Database (ORD), a public repository of structured organic reaction records. Task: describe an organic reaction: reactants, conditions, products, and yield Starting materials: Cl.ClC=1C=C(C=CC1Cl)C1=C(C(=CS1)C(C)=NNC(=O)C=1SC(=CC1)C(=O)N1CCN(CC1)C(C)C)O (5-(4-Isopropylpiperazine-1-carbonyl)thiophene-2-carboxylic acid {1-[5-(3,4-dichlorophenyl)-4-hydroxythiophen-3-yl]ethylidene}hydrazide hydrochloride), [OH-].[K+] (potassium hydroxide). Solvent: CO (methanol), CO (methanol), CO (methanol). Run at temperature 50 celsius. The product is ClC=1C=C(C=CC1Cl)C1=C(C(=CS1)C(C)=NNC(=O)C=1SC(=CC1)C(=O)N1CCN(CC1)C(C)C)O (5-(4-Isopropylpiperazine-1-carbonyl)thiophene-2-carboxylic acid {1-[5-(3,4-dichlorophenyl)-4-hydroxythiophen-3-yl]ethylidene}hydrazide). Yield: 100.0%. Reaction SMILES: Cl.[Cl:2][C:3]1[CH:4]=[C:5]([C:10]2[S:14][CH:13]=[C:12]([C:15](=[N:17][NH:18][C:19]([C:21]3[S:22][C:23]([C:26]([N:28]4[CH2:33][CH2:32][N:31]([CH:34]([CH3:36])[CH3:35])[CH2:30][CH2:29]4)=[O:27])=[CH:24][CH:25]=3)=[O:20])[CH3:16])[C:11]=2[OH:37])[CH:6]=[CH:7][C:8]=1[Cl:9].[OH-].[K+]>CO>[Cl:2][C:3]1[CH:4]=[C:5]([C:10]2[S:14][CH:13]=[C:12]([C:15](=[N:17][NH:18][C:19]([C:21]3[S:22][C:23]([C:26]([N:28]4[CH2:29][CH2:30][N:31]([CH:34]([CH3:35])[CH3:36])[CH2:32][CH2:33]4)=[O:27])=[CH:24][CH:25]=3)=[O:20])[CH3:16])[C:11]=2[OH:37])[CH:6]=[CH:7][C:8]=1[Cl:9] |f:0.1,2.3|. Procedure details: 5-(4-Isopropylpiperazine-1-carbonyl)thiophene-2-carboxylic acid {1-[5-(3,4-dichlorophenyl)-4-hydroxythiophen-3-yl]ethylidene}hydrazide hydrochloride (14 mg, 0.025 mmol) was suspended in methanol (2.7 mL), and 0.1 M potassium hydroxide in methanol (0.24 mL) and methanol (5.4 mL) were added. The suspension was heated at 50° C. and concentrated to dryness under reduced pressure to give the desired product (yield 100%). The reactants are [Al+3], Cc1ccc(-c2ccccc2)cc1, [Cl-], [Cl-], [Cl-], ClCc1ccc(Cl)c(Cl)c1, O=[N+]([O-])c1ccccc1, O. The product is Cc1ccc(-c2ccc(C(=O)c3ccc(Cl)c(Cl)c3)cc2)cc1. Reaction SMILES: [Al+3:11].[CH3:14][c:15]1[cH:16][cH:17][c:18](-[c:21]2[cH:22][cH:23][cH:24][cH:25][cH:26]2)[cH:19][cH:20]1.[Cl-:10].[Cl-:12].[Cl-:13].[Cl:27][c:28]1[cH:29][c:30]([CH2:31][Cl:32])[cH:33][cH:34][c:35]1[Cl:36].[O-:1][N+:2]([c:3]1[cH:4][cH:5][cH:6][cH:7][cH:8]1)=[O:9].[OH2:37]>>[O:1]=[C:31]([c:24]1[cH:23][cH:22][c:21](-[c:18]2[cH:17][cH:16][c:15]([CH3:14])[cH:20][cH:19]2)[cH:26][cH:25]1)[c:30]1[cH:29][c:28]([Cl:27])[c:35]([Cl:36])[cH:34][cH:33]1. Starting materials: COC(=O)Cc1ccc(Nc2nc(Nc3cc(C)n[nH]3)c3ccccc3n2)cc1C, CCO, Cl, [Na+], [OH-], O. The product is Cc1cc(Nc2nc(Nc3ccc(CC(=O)O)c(C)c3)nc3ccccc23)[nH]n1. RXN SMILES: [CH3:1][O:2][C:3](=[O:4])[CH2:5][c:6]1[c:7]([CH3:30])[cH:8][c:9]([NH:12][c:13]2[n:14][c:15]3[cH:16][cH:17][cH:18][cH:19][c:20]3[c:21]([NH:23][c:24]3[nH:25][n:26][c:27]([CH3:29])[cH:28]3)[n:22]2)[cH:10][cH:11]1.[CH3:35][CH2:36][OH:37].[ClH:33].[Na+:32].[OH-:31].[OH2:34]>>[O:2]=[C:3]([OH:4])[CH2:5][c:6]1[c:7]([CH3:30])[cH:8][c:9]([NH:12][c:13]2[n:14][c:15]3[cH:16][cH:17][cH:18][cH:19][c:20]3[c:21]([NH:23][c:24]3[nH:25][n:26][c:27]([CH3:29])[cH:28]3)[n:22]2)[cH:10][cH:11]1. The reactants are CC(=O)O[BH-](OC(C)=O)OC(C)=O, CC(=O)O, O=Cc1ccc(OCCCN2CCCCC2)cc1, [Na+], [Na+], [OH-], OC1CCNCC1. Product: OC1CCN(Cc2ccc(OCCCN3CCCCC3)cc2)CC1. Reaction SMILES: [C:26]([O:27][BH-:28]([O:29][C:30](=[O:31])[CH3:32])[O:33][C:34](=[O:35])[CH3:36])(=[O:37])[CH3:38].[CH3:42][C:43](=[O:44])[OH:45].[N:1]1([CH2:7][CH2:8][CH2:9][O:10][c:11]2[cH:12][cH:13][c:14]([CH:15]=[O:16])[cH:17][cH:18]2)[CH2:2][CH2:3][CH2:4][CH2:5][CH2:6]1.[Na+:39].[Na+:41].[OH-:40].[OH:19][CH:20]1[CH2:21][CH2:22][NH:23][CH2:24][CH2:25]1>>[N:1]1([CH2:7][CH2:8][CH2:9][O:10][c:11]2[cH:12][cH:13][c:14]([CH2:15][N:23]3[CH2:22][CH2:21][CH:20]([OH:19])[CH2:25][CH2:24]3)[cH:17][cH:18]2)[CH2:2][CH2:3][CH2:4][CH2:5][CH2:6]1. The reactants are C(C)(C)(C)OC(NC1=C(C=C(C=C1)C1=C(C=CC=C1)F)N)=O ((3-amino-2′-fluoro-biphenyl-4-yl)-carbamic acid tert-butyl ester), C(C)(C)(C)OC(CC(=O)C1=CC(=CC=C1)C=1C(=NC=CC1)C)=O (3-[3-(2-methyl-pyridin-3-yl)-phenyl]-3-oxo-propionic acid tert-butyl ester). Yields the product C(C)(C)(C)OC(NC1=C(C=C(C=C1)C1=C(C=CC=C1)F)NC(CC(=O)C1=CC(=CC=C1)C=1C(=NC=CC1)C)=O)=O ((2′-Fluoro-3-{3-[3-(2-methyl-pyridin-3-yl)-phenyl]-3-oxo-propionylamino}-biphenyl-4-yl)-carbamic acid tert-butyl ester), solid. As a reaction SMILES: [C:1]([O:5][C:6](=[O:22])[NH:7][C:8]1[CH:13]=[CH:12][C:11]([C:14]2[CH:19]=[CH:18][CH:17]=[CH:16][C:15]=2[F:20])=[CH:10][C:9]=1[NH2:21])([CH3:4])([CH3:3])[CH3:2].C([O:27][C:28](=O)[CH2:29][C:30]([C:32]1[CH:37]=[CH:36][CH:35]=[C:34]([C:38]2[C:39]([CH3:44])=[N:40][CH:41]=[CH:42][CH:43]=2)[CH:33]=1)=[O:31])(C)(C)C>>[C:1]([O:5][C:6](=[O:22])[NH:7][C:8]1[CH:13]=[CH:12][C:11]([C:14]2[CH:19]=[CH:18][CH:17]=[CH:16][C:15]=2[F:20])=[CH:10][C:9]=1[NH:21][C:28](=[O:27])[CH2:29][C:30]([C:32]1[CH:37]=[CH:36][CH:35]=[C:34]([C:38]2[C:39]([CH3:44])=[N:40][CH:41]=[CH:42][CH:43]=2)[CH:33]=1)=[O:31])([CH3:4])([CH3:2])[CH3:3]. Procedure details: The title compound was prepared from (3-amino-2′-fluoro-biphenyl-4-yl)-carbamic acid tert-butyl ester [CAS-No. 335255-65-7] (227 mg, 0.75 mmol) and 3-[3-(2-methyl-pyridin-3-yl)-phenyl]-3-oxo-propionic acid tert-butyl ester (Example K5) (234 mg, 0.75 mmol) according to the general procedure M. Obtained as a yellow solid (381 mg). Starting materials: Cl, CNCc1c[nH]c2cccc(F)c12, Nc1ccc(C=CC(=O)O)cn1, O=C(O)C=Cc1cnc2c(c1)CCC(=O)N2. Product: CN(Cc1c[nH]c2cccc(F)c12)C(=O)C=Cc1ccc(N)nc1. RXN SMILES: [ClH:26].[F:1][c:2]1[c:3]2[c:4]([CH2:11][NH:12][CH3:13])[cH:5][nH:6][c:7]2[cH:8][cH:9][cH:10]1.[NH2:14][c:15]1[cH:16][cH:17][c:18]([CH:21]=[CH:22][C:23](=[O:24])[OH:25])[cH:19][n:20]1.[O:27]=[C:28]1[NH:29][c:30]2[n:31][cH:32][c:33]([CH:34]=[CH:35][C:36]([OH:37])=[O:38])[cH:39][c:40]2[CH2:41][CH2:42]1>>[F:1][c:2]1[c:3]2[c:4]([CH2:11][N:12]([CH3:13])[C:23]([CH:22]=[CH:21][c:18]3[cH:17][cH:16][c:15]([NH2:14])[n:20][cH:19]3)=[O:25])[cH:5][nH:6][c:7]2[cH:8][cH:9][cH:10]1. Starting materials: Cl.C(CCC)OC([C@@H](NC(CNC(=O)OCC1=CC=CC=C1)=O)CCCNC(N)=N)OCCCC (N-benzyloxycarbonyl-glycyl-L-argininal dibutylacetal hydrochloride), [H][H] (hydrogen). The reagents and catalysts are [Pd] (palladium black). Solvent: CO (methanol). Product: Cl.C(CCC)OC([C@@H](NC(CN)=O)CCCNC(N)=N)OCCCC (glycyl-L-argininal dibutylacetal hydrochloride). Isolated yield 101.3%. As a reaction SMILES: [ClH:1].[CH2:2]([O:6][CH:7]([O:31][CH2:32][CH2:33][CH2:34][CH3:35])[C@H:8]([CH2:24][CH2:25][CH2:26][NH:27][C:28](=[NH:30])[NH2:29])[NH:9][C:10](=[O:23])[CH2:11][NH:12]C(OCC1C=CC=CC=1)=O)[CH2:3][CH2:4][CH3:5].[H][H]>CO.[Pd]>[ClH:1].[CH2:32]([O:31][CH:7]([O:6][CH2:2][CH2:3][CH2:4][CH3:5])[C@H:8]([CH2:24][CH2:25][CH2:26][NH:27][C:28](=[NH:29])[NH2:30])[NH:9][C:10](=[O:23])[CH2:11][NH2:12])[CH2:33][CH2:34][CH3:35] |f:0.1,5.6|. Reported procedure: After N-benzyloxycarbonyl-glycyl-L-argininal dibutylacetal hydrochloride (1.60 g, 3.10 mmols) was dissolved in methanol (250 ml), palladium black (1 g) was added to the solution. The mixture was stirred at room temperature for 2 hours in a hydrogen flow. After completion of the reaction, the catalyst was filtered off and the filtrate was concentrated to give 1.20 g (100%) of glycyl-L-argininal dibutylacetal hydrochloride as oil.